This data is from the Open Reaction Database (ORD), a public repository of structured organic reaction records. The task is: describe an organic reaction: reactants, conditions, products, and yield Reactants: CC(=O)O, O=CNC1CCCc2sccc21, [Cl-], [NH4+], [Na+], O=[N+]([O-])[O-]. The product is O=CNC1CCC(=O)c2sccc21. As a reaction SMILES: [CH3:20][C:21](=[O:22])[OH:23].[CH:1](=[O:2])[NH:3][CH:4]1[CH2:5][CH2:6][CH2:7][c:8]2[s:9][cH:10][cH:11][c:12]21.[Cl-:19].[NH4+:13].[Na+:18].[O-:14][N+:15](=[O:16])[O-:17]>>[CH:1](=[O:2])[NH:3][CH:4]1[CH2:5][CH2:6][C:7](=[O:14])[c:8]2[s:9][cH:10][cH:11][c:12]21. Reactants: CC1=C(C(N(CO1)C(C(CC(=O)OCC)=O)(C)C)=O)C1=CC=CC=C1 (ethyl 4-(2,3-dihydro-6-methyl-5-phenyl-4-oxo4H-1,3-oxazin-3-yl)-4-methyl-3-oxo-pentanoate), S1C(=CC=C1)C=O (2-thiophenecarboxaldehyde), N1CCCCC1 (piperidine), 4A. Run in C1(=CC=CC=C1)C (toluene). Reaction conditions: temperature 80 celsius, time 7 hour. Product: CC(C(C(C(=O)OCC)=CC=1SC=CC1)=O)(C)N1COC(=C(C1=O)C1=CC=CC=C1)C (ethyl 4-methyl-4-(2,3-dihydro-6-methyl-5-phenyl-4-oxo-4H-1,3-oxazin-3-yl)-2-(2-thienylmethylidene)-3-oxo-pentanoate). The yield is 31.4%. Reaction SMILES: [CH3:1][C:2]1[O:7][CH2:6][N:5]([C:8]([CH3:18])([CH3:17])[C:9](=[O:16])[CH2:10][C:11]([O:13][CH2:14][CH3:15])=[O:12])[C:4](=[O:19])[C:3]=1[C:20]1[CH:25]=[CH:24][CH:23]=[CH:22][CH:21]=1.[S:26]1[CH:30]=[CH:29][CH:28]=[C:27]1[CH:31]=O.N1CCCCC1>C1(C)C=CC=CC=1>[CH3:18][C:8]([N:5]1[C:4](=[O:19])[C:3]([C:20]2[CH:25]=[CH:24][CH:23]=[CH:22][CH:21]=2)=[C:2]([CH3:1])[O:7][CH2:6]1)([CH3:17])[C:9](=[O:16])[C:10](=[CH:31][C:27]1[S:26][CH:30]=[CH:29][CH:28]=1)[C:11]([O:13][CH2:14][CH3:15])=[O:12]. Procedure details: A mixture of ethyl 4-(2,3-dihydro-6-methyl-5-phenyl-4-oxo4H-1,3-oxazin-3-yl)-4-methyl-3-oxo-pentanoate (0.50 g), 2-thiophenecarboxaldehyde(0.34 g), piperidine(0.43 g) and molecular sieve 4A in toluene was stirred at 80° C. for 7 hrs. The reaction solution was filtered (celite), evaporated and recrystallised (ethanol) to give ethyl 4-methyl-4-(2,3-dihydro-6-methyl-5-phenyl-4-oxo-4H-1,3-oxazin-3-yl)-2-(2-thienylmethylidene)-3-oxo-pentanoate (Compound 206, 0.20 g), NMR 1.23(t,3H) 1.58(s,6H) 1.94(s,... Product: CN(C)CC=1SC=C(N1)CSCCNC(=N)NC#N (N-2-(2-dimethylaminomethyl-4-thiazolylmethylthio)ethyl-N'-cyanoguanidine). Solvent: C(CCC)O (n-butanol). Procedure details: A reaction mixture was prepared from 1.16 g of 2-(2-dimethylaminomethyl-4-thiazolylmethylthio)ethylamine, 0.45 g of sodium dicyanamide, 4.8 ml 1N aqueous hydrochloric acid and 8 ml of n-butanol. The reaction mixture was heated to reflux temperature for about 16 hours and then was filtered. Evaporation of the filtrate to dryness yielded a residue which was purified by chromatography over silica using a 98:2 ethyl acetate:methanol solvent mixture as the eluant. Fractions shown by tlc to contain th... Reactants: CN(C)CC=1SC=C(N1)CSCCN (2-(2-dimethylaminomethyl-4-thiazolylmethylthio)ethylamine), [N-](C#N)C#N.[Na+] (sodium dicyanamide), Cl (hydrochloric acid). RXN SMILES: [CH3:1][N:2]([CH2:4][C:5]1[S:6][CH:7]=[C:8]([CH2:10][S:11][CH2:12][CH2:13][NH2:14])[N:9]=1)[CH3:3].[N-:15]([C:18]#[N:19])[C:16]#[N:17].[Na+].Cl>C(O)CCC>[CH3:3][N:2]([CH2:4][C:5]1[S:6][CH:7]=[C:8]([CH2:10][S:11][CH2:12][CH2:13][NH:14][C:18]([NH:15][C:16]#[N:17])=[NH:19])[N:9]=1)[CH3:1] |f:1.2|. Starting materials: O=C([O-])[O-], O=[N+]([O-])C=C1NCCN1Cc1ccc(Cl)nc1, CI, [K+], [K+], CN(C)C=O, O. Yields the product CN1CCN(Cc2ccc(Cl)nc2)C1=C[N+](=O)[O-]. As a reaction SMILES: [C:18](=[O:19])([O-:20])[O-:21].[Cl:1][c:2]1[n:3][cH:4][c:5]([CH2:8][N:9]2[C:10](=[CH:14][N+:15](=[O:16])[O-:17])[NH:11][CH2:12][CH2:13]2)[cH:6][cH:7]1.[I:29][CH3:30].[K+:22].[K+:23].[O:24]=[CH:25][N:26]([CH3:27])[CH3:28].[OH2:31]>>[Cl:1][c:2]1[n:3][cH:4][c:5]([CH2:8][N:9]2[C:10](=[CH:14][N+:15](=[O:16])[O-:17])[N:11]([CH3:18])[CH2:12][CH2:13]2)[cH:6][cH:7]1. Starting materials: [N+](=O)([O-])C(CC1=CC=CC=C1)=C ((2-nitro-2-propenyl)benzene), CN(C([S-])=S)C.C[NH2+]C (dimethylammonium dimethyldithiocarbamate). The solvent is C(=S)=S (carbon disulfide). Product: CN(C(SC(C1=CC=CC=C1)C(C)[N+](=O)[O-])=S)C (α-(1-nitroethyl)benzyl dimethyldithiocarbamate). Reaction SMILES: [N+:1]([C:4](=[CH2:12])[CH2:5][C:6]1[CH:11]=[CH:10][CH:9]=[CH:8][CH:7]=1)([O-:3])=[O:2].[CH3:13][N:14]([CH3:18])[C:15](=[S:17])[S-:16].C[NH2+]C>C(=S)=S>[CH3:13][N:14]([CH3:18])[C:15](=[S:16])[S:17][CH:5]([CH:4]([N+:1]([O-:3])=[O:2])[CH3:12])[C:6]1[CH:11]=[CH:10][CH:9]=[CH:8][CH:7]=1 |f:1.2|. Procedure: As in Example 17, reaction of (2-nitro-2-propenyl)benzene with dimethylammonium dimethyldithiocarbamate in the presence of carbon disulfide, gave α-(1-nitroethyl)benzyl dimethyldithiocarbamate melting at 92° C.-94° C. when recrystallized without heating from acetone-ethanol solution. Reactants: CO, CCOC(C)=O, CC(=O)Nc1nc(CCc2ccc(CN(C=O)C=O)cc2)cs1, Cl. Yields the product CC(=O)Nc1nc(CCc2ccc(CN)cc2)cs1. Reaction SMILES: [CH3:25][OH:26].[CH3:27][CH2:28][O:29][C:30](=[O:31])[CH3:32].[CH:1]([N:3]([CH:2]=[O:4])[CH2:6][c:7]1[cH:8][cH:9][c:10]([CH2:13][CH2:14][c:15]2[n:16][c:17]([NH:20][C:21]([CH3:22])=[O:23])[s:18][cH:19]2)[cH:11][cH:12]1)=[O:5].[ClH:24]>>[NH2:3][CH2:6][c:7]1[cH:8][cH:9][c:10]([CH2:13][CH2:14][c:15]2[n:16][c:17]([NH:20][C:21]([CH3:22])=[O:23])[s:18][cH:19]2)[cH:11][cH:12]1. The reactants are C1(CCCC1)C=C1COC2=CC(=CC=C2C1=O)C(=O)OC (methyl 3-(cyclopentylmethylene)-4-oxochroman-7-carboxylate), Cl.N(N)C1=CC(=C(C#N)C=C1)C(F)(F)F (4-hydrazinyl-2-(trifluoromethyl)benzonitrile hydrochloride). Yields the product C(#N)C1=C(C=C(C=C1)N1N=C2C(C1C1CCCC1)COC=1C=C(C=CC12)C(=O)O)C(F)(F)F (2-[4-cyano-3-(trifluoromethyl)phenyl]-3-cyclopentyl-2,3,3a,4-tetrahydrochromeno[4,3-c]pyrazole-7-carboxylic acid). RXN SMILES: [CH:1]1([CH:6]=[C:7]2[C:16](=O)[C:15]3[C:10](=[CH:11][C:12]([C:18]([O:20]C)=[O:19])=[CH:13][CH:14]=3)[O:9][CH2:8]2)[CH2:5][CH2:4][CH2:3][CH2:2]1.Cl.[NH:23]([C:25]1[CH:32]=[CH:31][C:28]([C:29]#[N:30])=[C:27]([C:33]([F:36])([F:35])[F:34])[CH:26]=1)[NH2:24]>>[C:29]([C:28]1[CH:31]=[CH:32][C:25]([N:23]2[CH:6]([CH:1]3[CH2:2][CH2:3][CH2:4][CH2:5]3)[CH:7]3[CH2:8][O:9][C:10]4[CH:11]=[C:12]([C:18]([OH:20])=[O:19])[CH:13]=[CH:14][C:15]=4[C:16]3=[N:24]2)=[CH:26][C:27]=1[C:33]([F:34])([F:35])[F:36])#[N:30] |f:1.2|. Reported procedure: The title compound was prepared from methyl 3-(cyclopentylmethylene)-4-oxochroman-7-carboxylate (Preparation 31; 286 mg, 1.0 mmol) and 4-hydrazinyl-2-(trifluoromethyl)benzonitrile hydrochloride (Preparation 3; 298 mg, 1.3 mmol) according to Method B and Method C. The title compound was largely present as a mixture of cis and trans diastereomers: Reactants: C1COCCN1, CNCCN1CCN(c2nccnc2-c2ccc(COC)cc2)CC1, ClCCl, O=S(=O)(Cl)c1ccc(F)cc1. The product is Cl, COCc1ccc(-c2nccnc2N2CCN(CCN(C)S(=O)(=O)c3ccc(F)cc3)CC2)cc1. Reaction SMILES: [CH2:37]1[NH:38][CH2:39][CH2:40][O:41][CH2:42]1.[CH3:12][O:13][CH2:14][c:15]1[cH:16][cH:17][c:18](-[c:21]2[c:22]([N:27]3[CH2:28][CH2:29][N:30]([CH2:33][CH2:34][NH:35][CH3:36])[CH2:31][CH2:32]3)[n:23][cH:24][cH:25][n:26]2)[cH:19][cH:20]1.[Cl:43][CH2:44][Cl:45].[F:1][c:2]1[cH:3][cH:4][c:5]([S:8](=[O:9])(=[O:10])[Cl:11])[cH:6][cH:7]1>>[ClH:11].[F:1][c:2]1[cH:3][cH:4][c:5]([S:8](=[O:9])(=[O:10])[N:35]([CH2:34][CH2:33][N:30]2[CH2:29][CH2:28][N:27]([c:22]3[c:21](-[c:18]4[cH:17][cH:16][c:15]([CH2:14][O:13][CH3:12])[cH:20][cH:19]4)[n:26][cH:25][cH:24][n:23]3)[CH2:32][CH2:31]2)[CH3:36])[cH:6][cH:7]1.